describe an organic reaction: reactants, conditions, products, and yield From a dataset of the Open Reaction Database (ORD), a public repository of structured organic reaction records. The reactants are C[NH+]1CCOCC1.NC1=NC(=C(C(=C1C#N)C1=CC=C(OCC(=O)[O-])C=C1)C#N)S (2-[4-(2-amino-3,5-dicyano-6-sulfanyl-4-pyridinyl)-phenoxy]acetic acid N-methylmorpholinium salt), BrCC(=O)N (bromoacetamide), C(=O)(O)[O-].[Na+] (NaHCO3). Run in CN(C)C=O (DMF). Yields the product NC1=NC(=C(C(=C1C#N)C1=CC=C(OCC(=O)O)C=C1)C#N)SCC(=O)N (2-(4-{2-Amino-6-[(2-amino-2-oxoethyl)sulfanyl]-3,5-dicyano-4-pyridinyl}-phenoxy)acetic acid). RXN SMILES: C[NH+]1CCOCC1.[NH2:8][C:9]1[C:14]([C:15]#[N:16])=[C:13]([C:17]2[CH:27]=[CH:26][C:20]([O:21][CH2:22][C:23]([O-:25])=[O:24])=[CH:19][CH:18]=2)[C:12]([C:28]#[N:29])=[C:11]([SH:30])[N:10]=1.Br[CH2:32][C:33]([NH2:35])=[O:34].C([O-])(O)=O.[Na+]>CN(C=O)C>[NH2:8][C:9]1[C:14]([C:15]#[N:16])=[C:13]([C:17]2[CH:18]=[CH:19][C:20]([O:21][CH2:22][C:23]([OH:25])=[O:24])=[CH:26][CH:27]=2)[C:12]([C:28]#[N:29])=[C:11]([S:30][CH2:32][C:33]([NH2:35])=[O:34])[N:10]=1 |f:0.1,3.4|. Reported procedure: 135 mg (0.316 mmol) of 2-[4-(2-amino-3,5-dicyano-6-sulfanyl-4-pyridinyl)-phenoxy]acetic acid N-methylmorpholinium salt together with 103.3 mg (0.474 mmol) of bromoacetamide and 106.1 mg (1.263 mmol) of NaHCO3 are stirred in 0.5 ml of DMF overnight. After filtration, the reaction solution is prepurified by preparative HPLC. The isolated fraction is reconcentrated under reduced pressure and the residue is purified by preparative thin-layer chromatography. The reactants are C(C1=CC=CC=C1)OC([C@@H](N)CCC(=O)OCC1=CC=CC=C1)=O.N[C@@H](CC(C)C)[C@@H](O)CC(O)=O.N[C@@H](C)C(=O)O.N[C@@H](CC(C)C)[C@@H](O)CC(O)=O.N[C@@H](CC1=CNC=N1)C(=O)O.C(C)(C)(C)OC(=O)N[C@@H](CC1=CC=CC=C1)C(=O)O ([N-(t-butyloxycarbonyl)-phenylalanine]-histidine-statine-alanine-statine-glutamic acid dibenzyl ester). Reagents/catalysts: [OH-].[OH-].[Pd+2] (Pd(OH)2/C). The solvent is CO (methanol). Run at time 2 hour. Yields the product N[C@@H](CC1=CNC=N1)C(=O)O.C(C)(C)(C)OC(=O)N[C@@H](CC1=CC=CC=C1)C(=O)O.NC(C(=O)O)CCC(C)CC.N[C@@H](CC(C)C)[C@@H](O)CC(O)=O ([N-(t-butyloxycarbonyl)-phenylalanine]-histidine statine-[amino(4-sec butyl-butyric acid)]). Isolated yield 87.7%. As a reaction SMILES: [CH2:1](OC(=O)[C@H](CCC(OCC1C=CC=CC=1)=O)N)[C:2]1[CH:7]=CC=[CH:4][CH:3]=1.[NH2:25][C@H:26]([C@H:31]([CH2:33][C:34](=[O:36])[OH:35])[OH:32])[CH2:27][CH:28]([CH3:30])[CH3:29].[NH2:37][C@H:38]([C:40]([OH:42])=[O:41])[CH3:39].N[C@H]([C@H](CC(=O)O)O)CC(C)C.[NH2:55][C@H:56]([C:63]([OH:65])=[O:64])[CH2:57][C:58]1[N:62]=[CH:61][NH:60][CH:59]=1.[C:66]([O:70][C:71]([NH:73][C@H:74]([C:82]([OH:84])=[O:83])[CH2:75][C:76]1[CH:81]=[CH:80][CH:79]=[CH:78][CH:77]=1)=[O:72])([CH3:69])([CH3:68])[CH3:67]>[OH-].[OH-].[Pd+2].CO>[NH2:55][C@H:56]([C:63]([OH:65])=[O:64])[CH2:57][C:58]1[N:62]=[CH:61][NH:60][CH:59]=1.[C:66]([O:70][C:71]([NH:73][C@H:74]([C:82]([OH:84])=[O:83])[CH2:75][C:76]1[CH:81]=[CH:80][CH:79]=[CH:78][CH:77]=1)=[O:72])([CH3:69])([CH3:67])[CH3:68].[NH2:37][CH:38]([CH2:39][CH2:1][CH:2]([CH2:3][CH3:4])[CH3:7])[C:40]([OH:42])=[O:41].[NH2:25][C@H:26]([C@H:31]([CH2:33][C:34](=[O:35])[OH:36])[OH:32])[CH2:27][CH:28]([CH3:30])[CH3:29] |f:0.1.2.3.4.5,6.7.8,10.11.12.13|. Procedure: A mixture of [N-(t-butyloxycarbonyl)-phenylalanine]-histidine-statine-alanine-statine-glutamic acid dibenzyl ester (90 mg., 0.077 mmoles), 20% Pd(OH)2/C catalyst(45 mg.) and methanol (10 ml.) was hydrogenated for 2 hours at room temperature and 50 psi H2. The reaction mixture was then filtered to remove the catalyst and the filtrate evaporated to yield a foam (72 mg.). This foam was triturated with ether and dried to yield a purified [N-(t-butyloxycarbonyl)-phenylalanine]-histidine-statine-gluta... Procedure details: The product was obtained starting from 3-((E)-3-Dimethylamino-acryloyl)-1-[3-(pyrrolidine-1-sulfonyl)-phenyl]-1H-pyridazin-4-one (A-29) and 2,5-difluoro-phenylhydrazine according to the method described for example 91. MS: M=484.1 (M+H)+ As a reaction SMILES: C[N:2](C)/[CH:3]=[CH:4]/[C:5]([C:7]1[C:12](=[O:13])[CH:11]=[CH:10][N:9]([C:14]2[CH:19]=[CH:18][CH:17]=[C:16]([S:20]([N:23]3[CH2:27][CH2:26][CH2:25][CH2:24]3)(=[O:22])=[O:21])[CH:15]=2)[N:8]=1)=O.[F:29][C:30]1[CH:35]=[CH:34][C:33]([F:36])=[CH:32][C:31]=1[NH:37]N>>[F:29][C:30]1[CH:35]=[CH:34][C:33]([F:36])=[CH:32][C:31]=1[N:37]1[C:5]([C:7]2[C:12](=[O:13])[CH:11]=[CH:10][N:9]([C:14]3[CH:19]=[CH:18][CH:17]=[C:16]([S:20]([N:23]4[CH2:24][CH2:25][CH2:26][CH2:27]4)(=[O:22])=[O:21])[CH:15]=3)[N:8]=2)=[CH:4][CH:3]=[N:2]1. Starting materials: CN(/C=C/C(=O)C1=NN(C=CC1=O)C1=CC(=CC=C1)S(=O)(=O)N1CCCC1)C (3-((E)-3-Dimethylamino-acryloyl)-1-[3-(pyrrolidine-1-sulfonyl)-phenyl]-1H-pyridazin-4-one), FC1=C(C=C(C=C1)F)NN (2,5-difluoro-phenylhydrazine). The product is FC1=C(C=C(C=C1)F)N1N=CC=C1C1=NN(C=CC1=O)C1=CC(=CC=C1)S(=O)(=O)N1CCCC1 (3-[2-(2,5-Difluoro-phenyl)-2H-pyrazol-3-yl]-1-[3-(pyrrolidine-1-sulfonyl)-phenyl]-1H-pyridazin-4-one). Reactants: N([C@@H](C)C(=O)N1[C@H](C(=O)N[C@@H](CCCNC(N[N+](=O)[O-])=N)C(=O)OCC2=CC=CC=C2)CCC1)C(=O)OC(C)(C)C (Boc-Ala-Pro-Arg(NO2)-OBzl), Cl.CCOC(=O)C (HCl AcOEt), N([C@@H](CC(N)=O)C(=O)O)C(=O)OCC1=CC=CC=C1 (Z-Asn-OH), C=1C=CC2=C(C1)N=NN2O (HOBt), C1CCC(CC1)N=C=NC2CCCCC2 (DCC). Product: N([C@@H](CC(N)=O)C(=O)N[C@@H](C)C(=O)N1[C@H](C(=O)N[C@@H](CCCNC(N[N+](=O)[O-])=N)C(=O)OCC2=CC=CC=C2)CCC1)C(=O)OCC1=CC=CC=C1 (Z-Asn-Ala-Pro-Arg(NO2)-OBzl). RXN SMILES: [NH:1](C(OC(C)(C)C)=O)[C@H:2]([C:4]([N:6]1[CH2:34][CH2:33][CH2:32][C@H:7]1[C:8]([NH:10][C@H:11]([C:22]([O:24][CH2:25][C:26]1[CH:31]=[CH:30][CH:29]=[CH:28][CH:27]=1)=[O:23])[CH2:12][CH2:13][CH2:14][NH:15][C:16](=[NH:21])[NH:17][N+:18]([O-:20])=[O:19])=[O:9])=[O:5])[CH3:3].Cl.CCOC(C)=O.[NH:49]([C:58]([O:60][CH2:61][C:62]1[CH:67]=[CH:66][CH:65]=[CH:64][CH:63]=1)=[O:59])[C@H:50]([C:55]([OH:57])=O)[CH2:51][C:52](=[O:54])[NH2:53].C1C=CC2N(O)N=NC=2C=1.C1CCC(N=C=NC2CCCCC2)CC1>>[NH:49]([C:58]([O:60][CH2:61][C:62]1[CH:67]=[CH:66][CH:65]=[CH:64][CH:63]=1)=[O:59])[C@H:50]([C:55]([NH:1][C@H:2]([C:4]([N:6]1[CH2:34][CH2:33][CH2:32][C@H:7]1[C:8]([NH:10][C@H:11]([C:22]([O:24][CH2:25][C:26]1[CH:27]=[CH:28][CH:29]=[CH:30][CH:31]=1)=[O:23])[CH2:12][CH2:13][CH2:14][NH:15][C:16](=[NH:21])[NH:17][N+:18]([O-:20])=[O:19])=[O:9])=[O:5])[CH3:3])=[O:57])[CH2:51][C:52](=[O:54])[NH2:53] |f:1.2|. Procedure details: The desired compound was prepared from 2.9 g of Boc-Ala-Pro-Arg(NO2)-OBzl, 15 ml of 4N HCl-AcOEt, 1.4 g of Z-Asn-OH, 1.0 g of HOBt and 1.1 g of DCC in the same manner as in Example 7-(3). Starting materials: CC1(CC1)Br (methylcyclopropyl bromide), C(CCCCCC)NC(N(C)C=1C=C(C=CC1)C1=C(C=C(C=C1)CCC(=O)OC)O)=O (methyl 3-[3′-(3-heptyl-1-methylureido)-2-hydroxybiphenyl-4-yl]propanoate), C([O-])([O-])=O.[K+].[K+] (potassium carbonate). Solvent: C(C)C(=O)C (methyl ethyl ketone). Yields the product C1(CC1)COC1=C(C=CC(=C1)CCC(=O)OC)C1=CC(=CC=C1)N(C(=O)NCCCCCCC)C (methyl 3-[2-cyclopropylmethoxy-3′-(3-heptyl-1-methylureido)biphenyl-4-yl]propanoate). Reaction SMILES: [CH3:1][C:2]1(Br)[CH2:4][CH2:3]1.[CH2:6]([NH:13][C:14](=[O:36])[N:15]([C:17]1[CH:18]=[C:19]([C:23]2[CH:28]=[CH:27][C:26]([CH2:29][CH2:30][C:31]([O:33][CH3:34])=[O:32])=[CH:25][C:24]=2[OH:35])[CH:20]=[CH:21][CH:22]=1)[CH3:16])[CH2:7][CH2:8][CH2:9][CH2:10][CH2:11][CH3:12].C(=O)([O-])[O-].[K+].[K+]>C(C(C)=O)C>[CH:4]1([CH2:3][O:35][C:24]2[CH:25]=[C:26]([CH2:29][CH2:30][C:31]([O:33][CH3:34])=[O:32])[CH:27]=[CH:28][C:23]=2[C:19]2[CH:20]=[CH:21][CH:22]=[C:17]([N:15]([CH3:16])[C:14]([NH:13][CH2:6][CH2:7][CH2:8][CH2:9][CH2:10][CH2:11][CH3:12])=[O:36])[CH:18]=2)[CH2:2][CH2:1]1 |f:2.3.4|. Reported procedure: In a manner similar to that of Example (25a), by reaction of 170 μL (1.75 mmol, 1.5 eq) of methylcyclopropyl bromide and 500 mg (1.17 mmol, 1 eq) of methyl 3-[3′-(3-heptyl-1-methylureido)-2-hydroxybiphenyl-4-yl]propanoate (prepared in Example 15f) in 10 ml of methyl ethyl ketone in the presence of 500 mg (3.61 mmol, 3 eq) of potassium carbonate, methyl 3-[2-cyclopropylmethoxy-3′-(3-heptyl-1-methylureido)biphenyl-4-yl]propanoate is obtained in oil form and is used in the following reaction withou...